Dataset: the Open Reaction Database (ORD), a public repository of structured organic reaction records. Task: describe an organic reaction: reactants, conditions, products, and yield The reactants are ClC[C@@H](CC(=O)OC)O ((R)-methyl 4-chloro-3-hydroxybutanoate), C(C)(C)(C)[Si](C)(C)Cl (tert-butyl-chloro-dimethyl-silane), N1C=NC=C1 (imidazole), Cl (HCl). Reagents/catalysts: CN(C)C=1C=CN=CC1 (DMAP). Solvent: C(Cl)Cl (CH2Cl2), O (water). The product is [Si](C)(C)(C(C)(C)C)O[C@H](CC(=O)OC)CCl ((R)-methyl 3-(tert-butyldimethylsilyloxy)-4-chlorobutanoate). The yield is 113.9%. Reaction SMILES: [Cl:1][CH2:2][C@H:3]([OH:9])[CH2:4][C:5]([O:7][CH3:8])=[O:6].[C:10]([Si:14](Cl)([CH3:16])[CH3:15])([CH3:13])([CH3:12])[CH3:11].N1C=CN=C1.Cl>C(Cl)Cl.CN(C1C=CN=CC=1)C.O>[Si:14]([O:9][C@@H:3]([CH2:2][Cl:1])[CH2:4][C:5]([O:7][CH3:8])=[O:6])([C:10]([CH3:13])([CH3:12])[CH3:11])([CH3:16])[CH3:15]. Procedure: A solution of (R)-methyl 4-chloro-3-hydroxybutanoate (15 g, 98.7 mmol) in CH2Cl2 (240 mL) was stirred overnight with tert-butyl-chloro-dimethyl-silane (17.82 g, 118.2 mmol), imidazole (33.6 g, 493.5 mmol) and a catalytic amount of DMAP (0.6 g, 4.92 mmol.) at room temperature under N2. The reaction mixture was poured into water (150 mL) and acidified to pH 6-7 by dropwise addition of cold aqueous HCl (0.5 M). The aqueous phase was extracted with CH2Cl2 (3×60 mL). The combined organic phases were ...